This data is from the Open Reaction Database (ORD), a public repository of structured organic reaction records. The task is: describe an organic reaction: reactants, conditions, products, and yield The product is ClC=1C2=C(N=CN1)N(C=C2)CC=C (4-chloro-7-allyl-pyrrolo[2,3-d]pyrimidine). RXN SMILES: [Cl:1][C:2]1[C:3]2[CH:10]=[CH:9][NH:8][C:4]=2[N:5]=[CH:6][N:7]=1.[H-].[Na+].[CH2:13](I)[CH:14]=[CH2:15]>C1COCC1>[Cl:1][C:2]1[C:3]2[CH:10]=[CH:9][N:8]([CH2:15][CH:14]=[CH2:13])[C:4]=2[N:5]=[CH:6][N:7]=1 |f:1.2|. The yield is 35.2%. Reaction conditions: time 1 hour. Solvent: C1CCOC1 (THF). The reactants are ClC=1C2=C(N=CN1)NC=C2 (4-chloro-7H-pyrrolo[2,3-d]pyrimidine), [H-].[Na+] (sodium hydride), C(C=C)I (allyl iodide). Procedure: To 4-chloro-7H-pyrrolo[2,3-d]pyrimidine (1.3 g: 8.5 mmol) in dry THF (30 ml) was added sodium hydride (1.0 g, 0.25 mmol, 60% dispersion in mineral oil). After stirring at ambient temperature for 1 hour, allyl iodide (0.93 ml, 10 mmol) was added and stirring continued for 48 hours. The mixture was concentrated in vacuo, triturated in hot ethyl acetate, and filtered. The filtrate was concentrated in vacuo to give an orange solid residue. The solid was triturated in CH2Cl2 and filtered to afford 4-...